From a dataset of the Open Reaction Database (ORD), a public repository of structured organic reaction records. describe an organic reaction: reactants, conditions, products, and yield Reactants: O=C1C=C2CC[C@H]3[C@@H]4CC[C@H]([C@@H](C)C=O)[C@]4(CC[C@@H]3[C@]2(CC1)C)C ((20R)-3-oxopregn-4-ene-20-carboxaldehyde), O1CCCC1 (tetrahydrofuran), C(C)(=O)O (acetic acid), [BH4-].[Na+] (sodium borohydride). The solvent is C(C)O (ethanol). Reaction conditions: time 20 minute. Yields the product OC[C@H](C)[C@H]1CC[C@H]2[C@@H]3CCC4=CC(CC[C@]4(C)[C@H]3CC[C@]12C)=O ((20R)-20-hydroxymethyl-4-pregnen-3-one). Yield: 100.0%. Reaction SMILES: [O:1]=[C:2]1[CH2:22][CH2:21][C@@:20]2([CH3:23])[C:4]([CH2:5][CH2:6][C@@H:7]3[C@@H:19]2[CH2:18][CH2:17][C@@:16]2([CH3:24])[C@H:8]3[CH2:9][CH2:10][C@@H:11]2[C@H:12]([CH:14]=[O:15])[CH3:13])=[CH:3]1.O1CCCC1.[BH4-].[Na+].C(O)(=O)C>C(O)C>[OH:15][CH2:14][C@@H:12]([C@@H:11]1[C@:16]2([CH3:24])[C@H:8]([C@H:7]3[C@H:19]([CH2:18][CH2:17]2)[C@:20]2([CH3:23])[C:4](=[CH:3][C:2](=[O:1])[CH2:22][CH2:21]2)[CH2:5][CH2:6]3)[CH2:9][CH2:10]1)[CH3:13] |f:2.3|. Procedure details: To a solution of (20R)-3-oxopregn-4-ene-20-carboxaldehyde (100 g, 305 mmol, commercially available from Upjohn) in 1500 ml ethanol and 250 ml tetrahydrofuran cooled to approximately 5° C. was added sodium borohydride (3.35 g, 89 mmol) portionwise to keep the temperature below 15° C. After 20 minutes, acetic acid (100 ml) was added and the mixture was concentrated to a slush on a rotary evaporator. The residue was then taken up in chloroform, successively washed with water and brine, then dried o... Reaction conditions: time 1 hour. Yields the product O1C(=NC=C1)C1=CC=C(C=C1)O (4-(2-oxazolyl)phenol). Procedure: To a solution of 4-(2-oxazolyl)phenyl acetate (44.7 g, 22 mmol) in methanol (500 ml) was added an aqueous solution of potassium carbonate KOH (176 g in 800 mL, 5.8 eq.). The reaction was stirred at ambient temperature for 1 hour under nitrogen. Methanol was removed under reduced pressure and the residue was treated with concentrated hydrochloric acid to give a slurry with a pH of 6. The precipitated solid was isolated by filtration and dried to give 35 g. Recrystallization from methanol gave 4-(... RXN SMILES: C([O:4][C:5]1[CH:10]=[CH:9][C:8]([C:11]2[O:12][CH:13]=[CH:14][N:15]=2)=[CH:7][CH:6]=1)(=O)C>CO>[O:12]1[CH:13]=[CH:14][N:15]=[C:11]1[C:8]1[CH:9]=[CH:10][C:5]([OH:4])=[CH:6][CH:7]=1. Reactants: C(C)(=O)OC1=CC=C(C=C1)C=1OC=CN1 (4-(2-oxazolyl)phenyl acetate), potassium carbonate KOH. Isolated yield 789.7%. Run in CO (methanol). Starting materials: C(C)(=O)NCCCC(=O)C1=C(CCC(=O)O)C=C(C=C1)Cl (2-(4-acetamidobutyryl)-5-chlorohydrocinnamic acid), S(=O)(Cl)Cl (thionyl chloride), OCC=1C=NC=CC1 (3-hydroxymethylpyridine). Run in C(Cl)Cl (methylene chloride), C(Cl)Cl (methylene chloride). Run at time 1 hour. Yields the product C(C)(=O)NCCCC(=O)C1=C(CCC(=O)OCC=2C=NC=CC2)C=C(C=C1)Cl (3-pyridylmethyl 2-(4-acetamidobutyryl)-5-chlorohydrocinnamate). As a reaction SMILES: [C:1]([NH:4][CH2:5][CH2:6][CH2:7][C:8]([C:10]1[CH:20]=[CH:19][C:18]([Cl:21])=[CH:17][C:11]=1[CH2:12][CH2:13][C:14]([OH:16])=[O:15])=[O:9])(=[O:3])[CH3:2].S(Cl)(Cl)=O.O[CH2:27][C:28]1[CH:29]=[N:30][CH:31]=[CH:32][CH:33]=1>C(Cl)Cl>[C:1]([NH:4][CH2:5][CH2:6][CH2:7][C:8]([C:10]1[CH:20]=[CH:19][C:18]([Cl:21])=[CH:17][C:11]=1[CH2:12][CH2:13][C:14]([O:16][CH2:27][C:28]1[CH:29]=[N:30][CH:31]=[CH:32][CH:33]=1)=[O:15])=[O:9])(=[O:3])[CH3:2]. Procedure: 2.00 g (0.006 mol) of 2-(4-acetamidobutyryl)-5-chlorohydrocinnamic acid and 0.5 ml (0.006 mol) of thionyl chloride in 20 ml of methylene chloride are stirred at room temperature for 5 minutes and then a solution of 2.2 ml (0.023 mol) of 3-hydroxymethylpyridine in 20 ml of methylene chloride is added thereto at 0°. After stirring at room temperature for 1 hour, the solution is concentrated, extracted with methylene chloride/water, dried with magnesium sulfate and the solvent is distilled in a vac... Run at time 20 minute. Procedure: To 10 mL of trifluoroacetic acid was added 9-(t-Butoxycarbonylamino)-2-(2-fluorophenyl)-7,8,9,10-tetrahydro-imidazo[1,2-c]-quinazolin-5(6H)-one (100 mg). After the solid dissolved, the solution was stirred for 20 minutes and the TFA removed in vacuo. To the residue was added 10 mL of water followed by sufficient saturated aqueous sodium bicarbonate to neutralize the mixture. The mixture was subsequently cooled and the solid collected to yield 9-Amino-2-(2-fluorophenyl)-7,8,9,10-tetrahydro-imidaz... Run in FC(C(=O)O)(F)F (trifluoroacetic acid). RXN SMILES: C(OC([NH:8][CH:9]1[CH2:18][CH2:17][C:16]2[NH:15][C:14](=[O:19])[N:13]3[CH:20]=[C:21]([C:23]4[CH:28]=[CH:27][CH:26]=[CH:25][C:24]=4[F:29])[N:22]=[C:12]3[C:11]=2[CH2:10]1)=O)(C)(C)C>FC(F)(F)C(O)=O>[NH2:8][CH:9]1[CH2:18][CH2:17][C:16]2[NH:15][C:14](=[O:19])[N:13]3[CH:20]=[C:21]([C:23]4[CH:28]=[CH:27][CH:26]=[CH:25][C:24]=4[F:29])[N:22]=[C:12]3[C:11]=2[CH2:10]1. Reactants: C(C)(C)(C)OC(=O)NC1CC=2C=3N(C(NC2CC1)=O)C=C(N3)C3=C(C=CC=C3)F (9-(t-Butoxycarbonylamino)-2-(2-fluorophenyl)-7,8,9,10-tetrahydro-imidazo[1,2-c]-quinazolin-5(6H)-one). Yields the product NC1CC=2C=3N(C(NC2CC1)=O)C=C(N3)C3=C(C=CC=C3)F (9-Amino-2-(2-fluorophenyl)-7,8,9,10-tetrahydro-imidazo[1,2-c]-quinazolin-5(6H)-one). The reactants are CC(C)(CCC[C@@H](C)[C@H]1CC[C@H]2C3=CC=C4C[C@H](CC[C@@]4(C)[C@@H]3CC[C@]12C)O)O (9β,10α-cholesta-5,7-diene-3β,25-diol), O=O (oxygen). Yields the product CC(C)(CCC[C@@H](C)[C@H]1CC[C@H]2C3=CC=C4C[C@H](CC[C@]4(C)[C@H]3CC[C@]12C)O)O (cholesta-5,7-diene-3β,25-diol). Reaction SMILES: [CH3:1][C:2]([OH:29])([CH2:4][CH2:5][CH2:6][C@H:7]([C@@H:9]1[C@:26]2([CH3:27])[C@H:12]([C:13]3[C@@H:23]([CH2:24][CH2:25]2)[C@@:21]2([CH3:22])[C:16]([CH2:17][C@@H:18]([OH:28])[CH2:19][CH2:20]2)=[CH:15][CH:14]=3)[CH2:11][CH2:10]1)[CH3:8])[CH3:3].O=O>>[CH3:1][C:2]([OH:29])([CH2:4][CH2:5][CH2:6][C@H:7]([C@@H:9]1[C@:26]2([CH3:27])[C@H:12]([C:13]3[C@H:23]([CH2:24][CH2:25]2)[C@:21]2([CH3:22])[C:16]([CH2:17][C@@H:18]([OH:28])[CH2:19][CH2:20]2)=[CH:15][CH:14]=3)[CH2:11][CH2:10]1)[CH3:8])[CH3:3]. Procedure: 9β,10α-cholesta-5,7-diene-3β,25-diol (5.0 g.) in 1 l. dry oxygen-free tetrahydrofuran, is irradiated in a like fashion to that described in Example 1. Working up in an analogous fashion to Example 1, some cholesta-5,7-diene-3β,25-diol is initially isolated. After a thermal treatment of the materials contained in the filtrate, similar to that of Example 1, 25-hydroxycholecalciferol is isolated. Reactants: ClC1=CC=C2C(=N1)OC(=N2)C2=CC=C(C=C2)OC (5-chloro-2-(4-methoxy-phenyl)-oxazolo[5,4-b]pyridine), N1[C@H](C(=O)O)CCC1 (L-proline), N1CCOCC1 (morpholine), [O-]P(=O)([O-])[O-].[K+].[K+].[K+] (K3PO4). Reagents/catalysts: [Cu]I (CuI). The solvent is CS(=O)C (DMSO), O (water). Run at temperature 90 celsius. Product: COC1=CC=C(C=C1)C=1OC2=NC(=CC=C2N1)N1CCOCC1 (2-(4-methoxy-phenyl)-5-morpholin-4-yl-oxazolo[5,4-b]pyridine). Isolated yield 13.5%. Reaction SMILES: Cl[C:2]1[N:7]=[C:6]2[O:8][C:9]([C:11]3[CH:16]=[CH:15][C:14]([O:17][CH3:18])=[CH:13][CH:12]=3)=[N:10][C:5]2=[CH:4][CH:3]=1.[NH:19]1[CH2:26][CH2:25]C[C@H:20]1[C:21](O)=[O:22].N1CCOCC1.[O-]P([O-])([O-])=O.[K+].[K+].[K+]>CS(C)=O.O.[Cu]I>[CH3:18][O:17][C:14]1[CH:15]=[CH:16][C:11]([C:9]2[O:8][C:6]3[C:5]([N:10]=2)=[CH:4][CH:3]=[C:2]([N:19]2[CH2:20][CH2:21][O:22][CH2:25][CH2:26]2)[N:7]=3)=[CH:12][CH:13]=1 |f:3.4.5.6|. Procedure: To a solution of 5-chloro-2-(4-methoxy-phenyl)-oxazolo[5,4-b]pyridine (25 mg, 0.096 mmol) in DMSO (1 mL) was added L-proline (11.04 mg, 0.096 mmol), CuI (18.27 mg, 0.096 mmol), morpholine (13 μL, 0.15 mmol) and K3PO4 (40.7 mg, 0.192 mmol). The reaction vessel was sealed and heated to 90° C. overnight, at which point the reaction was diluted with water and extracted with EtOAc. The organics were concentrated leaving a residue that was purified by reverse phase chromatography to afford 2-(4-methox... The reactants are Clc1cc(CBr)cc(Cl)n1, CCOC(C)=O, [H-], [Na+], CN(C)C=O, CC(C)(C)OC(=O)NC1CSCCNC1=O, O. Product: CC(C)(C)OC(=O)NC1CSCCN(Cc2cc(Cl)nc(Cl)c2)C1=O. RXN SMILES: [Br:24][CH2:25][c:26]1[cH:27][c:28]([Cl:33])[n:29][c:30]([Cl:32])[cH:31]1.[CH3:35][CH2:36][O:37][C:38]([CH3:39])=[O:40].[H-:1].[Na+:2].[O:3]=[CH:4][N:5]([CH3:6])[CH3:7].[O:8]=[C:9]1[NH:10][CH2:11][CH2:12][S:13][CH2:14][CH:15]1[NH:16][C:17]([O:18][C:19]([CH3:20])([CH3:21])[CH3:22])=[O:23].[OH2:34]>>[O:8]=[C:9]1[N:10]([CH2:25][c:26]2[cH:27][c:28]([Cl:33])[n:29][c:30]([Cl:32])[cH:31]2)[CH2:11][CH2:12][S:13][CH2:14][CH:15]1[NH:16][C:17]([O:18][C:19]([CH3:20])([CH3:21])[CH3:22])=[O:23].